From a dataset of the Open Reaction Database (ORD), a public repository of structured organic reaction records. describe an organic reaction: reactants, conditions, products, and yield Reactants: C1(CCCCC1)C1=CC(=C(N1CC(=O)OCC)C)CC1=C(C=CC=C1)S(=O)(=O)N1CCCC1 (ethyl 2-(5-cyclohexyl-2-methyl-3-(2-(pyrrolidin-1-ylsulfonyl)benzyl)-1H-pyrrol-1-yl)acetate), ClS(=O)(=O)N=C=O (chlorosulfonyl isocyanate), CN(C=O)C (N,N-dimethylformamide). Product: C(#N)C1=C(N(C(=C1CC1=C(C=CC=C1)S(=O)(=O)N1CCCC1)C)CC(=O)OCC)C1CCCCC1 (ethyl 2-(3-cyano-2-cyclohexyl-5-methyl-4-(2-(pyrrolidin-1-ylsulfonyl)benzyl)-1H-pyrrol-1-yl)acetate). Yield: 71.7%. RXN SMILES: [CH:1]1([C:7]2[N:11]([CH2:12][C:13]([O:15][CH2:16][CH3:17])=[O:14])[C:10]([CH3:18])=[C:9]([CH2:19][C:20]3[CH:25]=[CH:24][CH:23]=[CH:22][C:21]=3[S:26]([N:29]3[CH2:33][CH2:32][CH2:31][CH2:30]3)(=[O:28])=[O:27])[CH:8]=2)[CH2:6][CH2:5][CH2:4][CH2:3][CH2:2]1.ClS([N:38]=[C:39]=O)(=O)=O.CN(C)C=O>>[C:39]([C:8]1[C:9]([CH2:19][C:20]2[CH:25]=[CH:24][CH:23]=[CH:22][C:21]=2[S:26]([N:29]2[CH2:30][CH2:31][CH2:32][CH2:33]2)(=[O:27])=[O:28])=[C:10]([CH3:18])[N:11]([CH2:12][C:13]([O:15][CH2:16][CH3:17])=[O:14])[C:7]=1[CH:1]1[CH2:6][CH2:5][CH2:4][CH2:3][CH2:2]1)#[N:38]. Procedure details: General procedure II was followed using ethyl 2-(5-cyclohexyl-2-methyl-3-(2-(pyrrolidin-1-ylsulfonyl)benzyl)-1H-pyrrol-1-yl)acetate (642 mg, 1.36 mmol), chlorosulfonyl isocyanate (0.147 mL, 1.70 mmol) and N,N-dimethylformamide (0.105 mL, 1.36 mmol) to afford ethyl 2-(3-cyano-2-cyclohexyl-5-methyl-4-(2-(pyrrolidin-1-ylsulfonyl)benzyl)-1H-pyrrol-1-yl)acetate (485 mg, 0.975 mmol, 72% yield) as a white sticky foam. Reactants: polyphosphoric acid, yellow solid, FC=1C=C(C=CC1)CC(C(=O)O)C1=CC=C(C=C1)F (3-Fluoro-α-(4-fluorophenyl)-benzenepropanoic acid), O (water). The solvent is CCCCCC (hexane). Conditions: temperature 110 celsius. Product: FC=1C=C2CC(C(C2=CC1)=O)C1=CC=C(C=C1)F (5-Fluoro-2-(4-fluorophenyl)-2,3-dihydro-1H-inden-1-one). As a reaction SMILES: [F:1][C:2]1[CH:3]=[C:4]([CH2:8][CH:9]([C:13]2[CH:18]=[CH:17][C:16]([F:19])=[CH:15][CH:14]=2)[C:10]([OH:12])=O)[CH:5]=[CH:6][CH:7]=1.O>CCCCCC>[F:1][C:2]1[CH:3]=[C:4]2[C:5](=[CH:6][CH:7]=1)[C:10](=[O:12])[CH:9]([C:13]1[CH:18]=[CH:17][C:16]([F:19])=[CH:15][CH:14]=1)[CH2:8]2. Procedure: A solution of 500 g of polyphosphoric acid was heated to 60° C. and 43.0 g of the acid from step A was added. The mixture was then heated to 110° C. for 1 hour. After this time, the reaction was cooled to about 60° C. and 400 mL of water was added rapidly with external cooling. The mixture was then partitioned between toluene and water, washed twice with toluene and the combined toluene extracts were then washed with 5% aqueous NaHCO3. The toluene extracts were then dried over MgSO4, filtered, c... Reactants: Cl.Cl.CN(C1=CC=C(CN)C=C1)C (4-(dimethylamino)benzylamine dihydrochloride), OC1=C2C=C(N(C2=CC=C1)C)C(=O)O (4-Hydroxy-1-methyl-1H-indole-2-carboxylic acid), CN(C)C(=[N+](C)C)ON1C2=C(C=CC=C2)N=N1.[B-](F)(F)(F)F (TBTU), C=1C=CC2=C(C1)N=NN2O (HOBt), CCN(C(C)C)C(C)C (DIEA). The solvent is CN(C)C=O (DMF). Reaction conditions: time 5 minute. Yields the product CN(C1=CC=C(CNC(=O)C=2N(C3=CC=CC(=C3C2)O)C)C=C1)C (N-(4-Dimethylaminobenzyl) 4-hydroxy-1-methyl-1H-indole-2-carboxamide). Isolated yield 69.0%. RXN SMILES: [OH:1][C:2]1[CH:10]=[CH:9][CH:8]=[C:7]2[C:3]=1[CH:4]=[C:5]([C:12]([OH:14])=O)[N:6]2[CH3:11].CN(C(ON1N=NC2C=CC=CC1=2)=[N+](C)C)C.[B-](F)(F)(F)F.C1C=CC2N(O)N=NC=2C=1.CCN(C(C)C)C(C)C.Cl.Cl.[CH3:58][N:59]([CH3:68])[C:60]1[CH:67]=[CH:66][C:63]([CH2:64][NH2:65])=[CH:62][CH:61]=1>CN(C=O)C>[CH3:58][N:59]([CH3:68])[C:60]1[CH:67]=[CH:66][C:63]([CH2:64][NH:65][C:12]([C:5]2[N:6]([CH3:11])[C:7]3[C:3]([CH:4]=2)=[C:2]([OH:1])[CH:10]=[CH:9][CH:8]=3)=[O:14])=[CH:62][CH:61]=1 |f:1.2,5.6.7|. Procedure: To a solution of 4-hydroxy-1-methyl-1H-indole-2-carboxylic acid (Example 10, 0.12 g) in DMF (10 mL) was added TBTU (0.20 g), HOBt (0.10 g) and DIEA (0.35 mL). After 5 min., 4-(dimethylamino)benzylamine dihydrochloride (0.14 g) was added and stirring was continued overnight under nitrogen at room temperature. The residue remaining after DMF evaporation was purified by reversed phased chromatography on C18 silica with a trifluoroacetic acid (0.025%) acidified acetonitrile water gradient to give 0....